This data is from the Open Reaction Database (ORD), a public repository of structured organic reaction records. The task is: describe an organic reaction: reactants, conditions, products, and yield Starting materials: CCS(=O)(=O)N1CCC(c2c[nH]c3c(C(N)=O)cc(Br)cc23)CC1, [K+], [K+], [K+], C1COCCO1, O, OCc1ccc(B(O)O)cc1, O=P([O-])([O-])[O-], c1ccc(P(c2ccccc2)(c2ccccc2)[Pd](P(c2ccccc2)(c2ccccc2)c2ccccc2)(P(c2ccccc2)(c2ccccc2)c2ccccc2)P(c2ccccc2)(c2ccccc2)c2ccccc2)cc1. Yields the product CCS(=O)(=O)N1CCC(c2c[nH]c3c(C(N)=O)cc(-c4ccc(CO)cc4)cc23)CC1. RXN SMILES: [Br:1][c:2]1[cH:3][c:4]2[c:5]([CH:14]3[CH2:15][CH2:16][N:17]([S:20](=[O:21])(=[O:22])[CH2:23][CH3:24])[CH2:18][CH2:19]3)[cH:6][nH:7][c:8]2[c:9]([C:11](=[O:12])[NH2:13])[cH:10]1.[K+:30].[K+:31].[K+:32].[O:44]1[CH2:45][CH2:46][O:47][CH2:48][CH2:49]1.[OH2:50].[OH:33][CH2:34][c:35]1[cH:36][cH:37][c:38]([B:41]([OH:42])[OH:43])[cH:39][cH:40]1.[P:25]([O-:26])([O-:27])([O-:28])=[O:29].[cH:51]1[cH:52][cH:53][c:54]([P:55]([Pd:56]([P:57]([c:58]2[cH:59][cH:60][cH:61][cH:62][cH:63]2)([c:64]2[cH:65][cH:66][cH:67][cH:68][cH:69]2)[c:70]2[cH:71][cH:72][cH:73][cH:74][cH:75]2)([P:76]([c:77]2[cH:78][cH:79][cH:80][cH:81][cH:82]2)([c:83]2[cH:84][cH:85][cH:86][cH:87][cH:88]2)[c:89]2[cH:90][cH:91][cH:92][cH:93][cH:94]2)[P:95]([c:96]2[cH:97][cH:98][cH:99][cH:100][cH:101]2)([c:102]2[cH:103][cH:104][cH:105][cH:106][cH:107]2)[c:108]2[cH:109][cH:110][cH:111][cH:112][cH:113]2)([c:114]2[cH:115][cH:116][cH:117][cH:118][cH:119]2)[c:120]2[cH:121][cH:122][cH:123][cH:124][cH:125]2)[cH:126][cH:127]1>>[c:2]1(-[c:38]2[cH:37][cH:36][c:35]([CH2:34][OH:33])[cH:40][cH:39]2)[cH:3][c:4]2[c:5]([CH:14]3[CH2:15][CH2:16][N:17]([S:20](=[O:21])(=[O:22])[CH2:23][CH3:24])[CH2:18][CH2:19]3)[cH:6][nH:7][c:8]2[c:9]([C:11](=[O:12])[NH2:13])[cH:10]1. Procedure: Starting from N-hydroxy-4-(2-hydroxy-ethylsulfamoyl)-benzamidine (201 mg, 0.774 mmol) and 5-diethylaminomethyl-4-methyl-thiophene-2-carboxylic acid (160 mg, 0.704 mmol), the title compound (29 mg) is obtained as a yellow oil according to Method A; LC-MS: tR=0.49 min; [M+1]+=451.02; 1H NMR (CDCl3): δ1.27 (t, J=7.3 Hz, 6H), 2.34 (s, 3H), 2.91 (q, J=7.3 Hz, 4H), 3.17-3.22 (m, 2H), 3.73-3.77 (m, 2H), 4.11 (s, 2H), 7.74 (s, 1H), 8.01-8.04 (m, 2H), 8.24 (s br, 1H), 8.30-8.33 (m, 2H). Isolated yield 9.1%. RXN SMILES: [OH:1][NH:2][C:3](=[NH:17])[C:4]1[CH:9]=[CH:8][C:7]([S:10](=[O:16])(=[O:15])[NH:11][CH2:12][CH2:13][OH:14])=[CH:6][CH:5]=1.[CH2:18]([N:20]([CH2:23][C:24]1[S:28][C:27]([C:29](O)=O)=[CH:26][C:25]=1[CH3:32])[CH2:21][CH3:22])[CH3:19]>>[CH2:18]([N:20]([CH2:23][C:24]1[S:28][C:27]([C:29]2[O:1][N:2]=[C:3]([C:4]3[CH:9]=[CH:8][C:7]([S:10]([NH:11][CH2:12][CH2:13][OH:14])(=[O:16])=[O:15])=[CH:6][CH:5]=3)[N:17]=2)=[CH:26][C:25]=1[CH3:32])[CH2:21][CH3:22])[CH3:19]. Yields the product C(C)N(CC)CC1=C(C=C(S1)C1=NC(=NO1)C1=CC=C(C=C1)S(=O)(=O)NCCO)C (4-[5-(5-Diethylaminomethyl-4-methyl-thiophen-2-yl)-[1,2,4]oxadiazol-3-yl]-N-(2-hydroxy-ethyl)-benzenesulfonamide). Starting materials: ONC(C1=CC=C(C=C1)S(NCCO)(=O)=O)=N (N-hydroxy-4-(2-hydroxy-ethylsulfamoyl)-benzamidine), C(C)N(CC)CC1=C(C=C(S1)C(=O)O)C (5-diethylaminomethyl-4-methyl-thiophene-2-carboxylic acid).